Dataset: the Open Reaction Database (ORD), a public repository of structured organic reaction records. Task: describe an organic reaction: reactants, conditions, products, and yield The reactants are Cl.C(C1=CC=CC=C1)OC(=O)C1=C(NC2=CC=C(C=C12)OC1CNCC1)C (2-methyl-5-(pyrrolidin-3-yloxy)-1H-indole-3-carboxylic acid benzyl ester, hydrochloride), C(C)=O (Acetaldehyde), C(#N)[BH3-].[Na+] (sodium cyanoborohydride). The solvent is CO (methanol). Conditions: time 24 hour. Product: N1C(=CC2=CC=CC=C12)N (indole-amine). Isolated yield 31.2%. As a reaction SMILES: Cl.C(OC([C:12]1[C:20]2[C:15](=[CH:16][CH:17]=[C:18](OC3CCNC3)[CH:19]=2)[NH:14][C:13]=1C)=O)C1C=CC=CC=1.C(=O)C.C([BH3-])#[N:32].[Na+]>CO>[NH:14]1[C:15]2[C:20](=[CH:19][CH:18]=[CH:17][CH:16]=2)[CH:12]=[C:13]1[NH2:32] |f:0.1,3.4|. Procedure: Crude 2-methyl-5-(pyrrolidin-3-yloxy)-1H-indole-3-carboxylic acid benzyl ester, hydrochloride (0.075 g, 0.194 mmol, 1 eq) was suspended in methanol (5 mL). Acetaldehyde (0.028 mL, 0.5 mmol, 2.6 eq) was added followed by the addition of sodium cyanoborohydride (0.032 g, 0.5 mmol, 2.6 eq). The reaction mixture was kept at pH 6 and stirred at room temperature. After 24 hours, the reaction was quenched with aqueous sodium bicarbonate, extracted several times with CH2Cl2. The combined organic layers ... Reactants: COC=C1CCC(CC1)(C)C (4-(methoxymethylene)-1,1-dimethylcyclohexane). Run in C1CCOC1 (THF). Run at temperature 0 celsius. Yields the product CC1(CCC(CC1)C=O)C (4,4-Dimethylcyclohexanecarbaldehyde). RXN SMILES: C[O:2][CH:3]=[C:4]1[CH2:9][CH2:8][C:7]([CH3:11])([CH3:10])[CH2:6][CH2:5]1>C1COCC1>[CH3:10][C:7]1([CH3:11])[CH2:8][CH2:9][CH:4]([CH:3]=[O:2])[CH2:5][CH2:6]1. Procedure details: A solution of flask 4-(methoxymethylene)-1,1-dimethylcyclohexane (2.3 g, 14.9 mmol) in a 4:1 THF/2N HCl mixture (100 mL) was refluxed fo(1 hour. The volatile was removed in vacuo and the residue was cooled to 0°C. and neutralized with 1N NaOH and extracted with Et2O (3×60 mL). The organic layer was washed with water (50 mL), brine (60 mL) and dried over sodium sulfate, filtered, and concentrated. The residue was purified by chromatography with hexane-DCM 10% linear gradient as eluant to give the...